This data is from the Open Reaction Database (ORD), a public repository of structured organic reaction records. The task is: describe an organic reaction: reactants, conditions, products, and yield Reactants: C(C)(C)(C)OC([C@H](C)NC(=O)C=1NC=CN1)=O ((2S)-2-[(1H-imidazole-2-carbonyl)-amino]-propionic acid tert-butyl ester), FC(C(=O)O)(F)F (trifluoroacetic acid), C1(=CC=CC=C1)C (toluene). Solvent: ClCCl (dichloromethane), ClCCl (dichloromethane). Reaction conditions: time 2 hour. The product is N1C(=NC=C1)C(=O)N[C@H](C(=O)O)C ((2S)-2-[(1H-imidazole-2-carbonyl)-amino]-propionic acid). As a reaction SMILES: C([O:5][C:6](=[O:17])[C@@H:7]([NH:9][C:10]([C:12]1[NH:13][CH:14]=[CH:15][N:16]=1)=[O:11])[CH3:8])(C)(C)C.FC(F)(F)C(O)=O.C1(C)C=CC=CC=1>ClCCl>[NH:13]1[CH:14]=[CH:15][N:16]=[C:12]1[C:10]([NH:9][C@@H:7]([CH3:8])[C:6]([OH:17])=[O:5])=[O:11]. Procedure details: A solution of (2S)-2-[(1H-imidazole-2-carbonyl)-amino]-propionic acid tert-butyl ester (0.257 g) in dichloromethane (2 ml) was cooled to 0° C. before dropwise addition of trifluoroacetic acid and the reaction mixture was warmed to room temperature and stirred for 2 hr before evaporation under reduced pressure. The residue was co-evaporated with dichloromethane (twice) and toluene (twice) to leave the required (2S)-2-[(1H-imidazole-2-carbonyl)-amino]-propionic acid that was used without further p... Yields the product ClC1=C(C=CC=C1)C1=NN=C(CC1C1=CC=CC=C1)C1=C(C=CC=C1)Cl (3,6-Bis(2-chlorophenyl)-4-phenyl-4,5-dihydropyridazine). The reactants are C=CC1=CC=CC=C1 (styrene), ClC1=C(C=CC=C1)C=1N=NC(=NN1)C1=C(C=CC=C1)Cl (3,6-bis(2-chlorophenyl)-1,2,4,5-tetrazine). Reported procedure: To styrene (2.34 ml) was added 3,6-bis(2-chlorophenyl)-1,2,4,5-tetrazine (2.6 g) in toluene (20 ml). The mixture was heated to reflux for 3 hours, and was then cooled. The solid which separated was filtered off and dried to yield 2.6 g of the desired product, mp 151°-153° C. Reaction SMILES: [CH2:1]=[CH:2][C:3]1[CH:8]=[CH:7][CH:6]=[CH:5][CH:4]=1.[Cl:9][C:10]1[CH:15]=[CH:14][CH:13]=[CH:12][C:11]=1[C:16]1[N:17]=[N:18][C:19]([C:22]2[CH:27]=[CH:26][CH:25]=[CH:24][C:23]=2[Cl:28])=NN=1>C1(C)C=CC=CC=1>[Cl:28][C:23]1[CH:24]=[CH:25][CH:26]=[CH:27][C:22]=1[C:19]1[CH:2]([C:3]2[CH:8]=[CH:7][CH:6]=[CH:5][CH:4]=2)[CH2:1][C:16]([C:11]2[CH:12]=[CH:13][CH:14]=[CH:15][C:10]=2[Cl:9])=[N:17][N:18]=1. Solvent: C1(=CC=CC=C1)C (toluene). As a reaction SMILES: [C:1]([CH3:2])([CH3:3])([CH3:4])[O:5][C:6]([CH:7]([CH3:8])[NH:9][C:10](=[O:11])[c:12]1[nH:13][cH:14][cH:15][n:16]1)=[O:17].[CH3:25][c:26]1[cH:27][cH:28][cH:29][cH:30][cH:31]1.[Cl:32][CH2:33][Cl:34].[OH:18][C:19]([C:20]([F:21])([F:22])[F:23])=[O:24]>>[O:5]=[C:6]([CH:7]([CH3:8])[NH:9][C:10](=[O:11])[c:12]1[nH:13][cH:14][cH:15][n:16]1)[OH:17]. The product is CC(NC(=O)c1ncc[nH]1)C(=O)O. Reactants: CC(NC(=O)c1ncc[nH]1)C(=O)OC(C)(C)C, Cc1ccccc1, ClCCl, O=C(O)C(F)(F)F. Reactants: CC1=CC2=C(N=C3N(C2=O)C=C(C=C3)C(=O)N)S1 (2-methyl-4-oxo-4H-pyrido[1,2-a]thieno[2,3-d]pyrimidine-7-carboxamide), C(Cl)(Cl)Cl (chloroform). Run in P(=O)(Cl)(Cl)Cl (phosphorus oxychloride). Yields the product CC1=CC2=C(N=C3N(C2=O)C=C(C=C3)C#N)S1 (2-methyl-4-oxo-4H-pyrido[1,2-a]thieno[2,3-d]pyrimidine-7-carbonitrile). Reaction SMILES: [CH3:1][C:2]1[S:18][C:5]2[N:6]=[C:7]3[CH:14]=[CH:13][C:12]([C:15]([NH2:17])=O)=[CH:11][N:8]3[C:9](=[O:10])[C:4]=2[CH:3]=1.C(Cl)(Cl)Cl>P(Cl)(Cl)(Cl)=O>[CH3:1][C:2]1[S:18][C:5]2[N:6]=[C:7]3[CH:14]=[CH:13][C:12]([C:15]#[N:17])=[CH:11][N:8]3[C:9](=[O:10])[C:4]=2[CH:3]=1. Procedure: 2-Methyl-4-oxo-4H-pyrido[1,2-a]thieno[2,3-d]pyridimine-7-carboxamide (Example 21), 2.6 g (0.010 mol), in 30 ml of phosphorus oxychloride and 30 ml of chloroform is refluxed on a steam bath for three hours. The chloroform and excess phosphorus oxychloride are evaporated in vacuo and the residue is treated with 200 ml of ice water. The resulting precipitate is filtered to give 2.1 g of 2-methyl-4-oxo-4H-pyrido[1,2-a]thieno[2,3-d]pyrimidine-7-carbonitrile; mp 256°-258° C. after recrystallization fr... Starting materials: OC1=CC=C(C=C1)CCCBr (1-(4′-hydroxyphenyl)-3-bromopropane), O1CCCC=C1 (dihydropyran), C([O-])([O-])=O.[K+].[K+] (potassium carbonate), ice. The reagents and catalysts are P(=O)(Cl)(Cl)Cl (phosphorus oxychloride). The solvent is ClCCl (dichloromethane). Conditions: temperature 0 celsius, time 8 hour. Product: O1C(CCCC1)OC1=CC=C(C=C1)CCCBr (1-(4′-(2-tetrahydropyranyloxy)phenyl)-3-bromopropane). As a reaction SMILES: [OH:1][C:2]1[CH:7]=[CH:6][C:5]([CH2:8][CH2:9][CH2:10][Br:11])=[CH:4][CH:3]=1.[O:12]1[CH:17]=[CH:16][CH2:15][CH2:14][CH2:13]1.C(=O)([O-])[O-].[K+].[K+]>ClCCl.P(Cl)(Cl)(Cl)=O>[O:12]1[CH2:17][CH2:16][CH2:15][CH2:14][CH:13]1[O:1][C:2]1[CH:7]=[CH:6][C:5]([CH2:8][CH2:9][CH2:10][Br:11])=[CH:4][CH:3]=1 |f:2.3.4|. Procedure: To a solution of 1-(4′-hydroxyphenyl)-3-bromopropane 3B (3.56 g) in dichloromethane (11 mL) is added dihydropyran (2.3 mL). The reaction mixture is cooled to 0° C., and three drops of phosphorus oxychloride are added. The reaction mixture is stirred in the ice bath for a further two hours, then gradually allowed to warm to room temperature, where it is allowed to stir overnight. To the reaction mixture is then added potassium carbonate (3 g), and the reaction mixture is stirred an additional hou... Reactants: COC=1C=C(C(C=O)=C(C1)OC)O (4,6-Dimethoxysalicylaldehyde), C(=O)(O)CC=[PH2][PH3][PH4] (carboxyethylidene-triphosphorane), C1=CC=CC=C1 (benzene). Product: C(C)OC(C(=CC1=C(C=C(C=C1OC)OC)O)C)=O (3-(4,6-dimethoxy-2-hydroxyphenyl)-2-methyl-2-propenic acid ethyl ester). Yield: 81.0%. As a reaction SMILES: [CH3:1][O:2][C:3]1[CH:4]=[C:5]([OH:13])[C:6](=[C:9]([O:11][CH3:12])[CH:10]=1)[CH:7]=O.[C:14]([CH2:17][CH:18]=[PH2][PH3][PH4])([OH:16])=[O:15].[CH:22]1C=CC=C[CH:23]=1>>[CH2:22]([O:16][C:14](=[O:15])[C:17]([CH3:18])=[CH:7][C:6]1[C:9]([O:11][CH3:12])=[CH:10][C:3]([O:2][CH3:1])=[CH:4][C:5]=1[OH:13])[CH3:23]. Procedure: 4,6-Dimethoxysalicylaldehyde (30.0 g, 165 mmol; Aldrich Inc.) and carboxyethylidene-triphosphorane (60.0 g, 166 mmol; Aldrich Inc.) were stirred in 300 ml of anhydrous benzene at room temperature overnight under a nitrogen atmosphere and the reaction was allowed to complete, during which period the reaction was conducted in a dark room. Then, the benzene solvent was removed in vacuo to give a crudely purified product. The resulting crude product was crudely purified by silica gel column chromato... Reactants: CN(C)C=O, Cl, Fc1cc2cc[nH]c2cc1F, [Na+], [OH-], O=P(Cl)(Cl)Cl. Yields the product O=Cc1c[nH]c2cc(F)c(F)cc12. Reaction SMILES: [CH3:20][N:21]([CH:22]=[O:23])[CH3:24].[ClH:19].[F:1][c:2]1[cH:3][c:4]2[cH:5][cH:6][nH:7][c:8]2[cH:9][c:10]1[F:11].[Na+:18].[OH-:17].[P:12]([Cl:13])([Cl:14])([Cl:15])=[O:16]>>[F:1][c:2]1[cH:3][c:4]2[c:5]([CH:22]=[O:23])[cH:6][nH:7][c:8]2[cH:9][c:10]1[F:11]. Reactants: CC1(OC(C(C(O1)=O)CCCSC(C1=CC=CC=C1)(C1=CC=CC=C1)C1=CC=CC=C1)=O)C (2,2-dimethyl-5-[3-[(triphenylmethyl)-thio]propyl]-[1,3]dioxane-4,6-dione), BrCC=1C=C(C(=O)OC)C=C(C1)C(C)(C)C (methyl 3-bromomethyl-5-tert-butylbenzoate), CC1(OC(C(C(O1)=O)CCCSC(C1=CC=CC=C1)(C1=CC=CC=C1)C1=CC=CC=C1)=O)C (2,2-dimethyl-5-[3-[(triphenylmethyl)-thio]propyl]-[1,3]dioxane-4,6-dione), C([O-])([O-])=O.[K+].[K+] (potassium carbonate). The reagents and catalysts are [Cl-].C(C1=CC=CC=C1)[N+](CC)(CC)CC (benzyltriethylammonium chloride). Solvent: C(C)#N (acetonitrile). Run at temperature 60 celsius, time 8 hour. The product is C(C)(C)(C)C=1C=C(CC2(C(OC(OC2=O)(C)C)=O)CCCSC(C2=CC=CC=C2)(C2=CC=CC=C2)C2=CC=CC=C2)C=C(C1)C(=O)OC (5-(3-tert-butyl-5-methoxycarbonyl-benzyl)-2,2-dimethyl-5-[3-[(triphenyl-methyl)thio]propyl]-[1,3]dioxane-4,6-dione). As a reaction SMILES: Br[CH2:2][C:3]1[CH:4]=[C:5]([CH:10]=[C:11]([C:13]([CH3:16])([CH3:15])[CH3:14])[CH:12]=1)[C:6]([O:8][CH3:9])=[O:7].[CH3:17][C:18]1([CH3:49])[O:23][C:22](=[O:24])[CH:21]([CH2:25][CH2:26][CH2:27][S:28][C:29]([C:42]2[CH:47]=[CH:46][CH:45]=[CH:44][CH:43]=2)([C:36]2[CH:41]=[CH:40][CH:39]=[CH:38][CH:37]=2)[C:30]2[CH:35]=[CH:34][CH:33]=[CH:32][CH:31]=2)[C:20](=[O:48])[O:19]1.C(=O)([O-])[O-].[K+].[K+]>[Cl-].C([N+](CC)(CC)CC)C1C=CC=CC=1.C(#N)C>[C:13]([C:11]1[CH:12]=[C:3]([CH:4]=[C:5]([C:6]([O:8][CH3:9])=[O:7])[CH:10]=1)[CH2:2][C:21]1([CH2:25][CH2:26][CH2:27][S:28][C:29]([C:42]2[CH:47]=[CH:46][CH:45]=[CH:44][CH:43]=2)([C:36]2[CH:41]=[CH:40][CH:39]=[CH:38][CH:37]=2)[C:30]2[CH:31]=[CH:32][CH:33]=[CH:34][CH:35]=2)[C:22](=[O:24])[O:23][C:18]([CH3:49])([CH3:17])[O:19][C:20]1=[O:48])([CH3:16])([CH3:15])[CH3:14] |f:2.3.4,5.6|. Reported procedure: A solution of methyl 3-bromomethyl-5-tert-butylbenzoate (10.3 g, 36.1 mmol), 2,2-dimethyl-5-[3-[(triphenylmethyl)-thio]propyl]-[1,3]dioxane-4,6-dione IX (13.8 g, 30.0 mmol), and benzyltriethylammonium chloride (6.38 g, 30 mmol) in acetonitrile (90 mL) was added potassium carbonate (4.35 g, 30 mmol) at 25° C., and the reaction mixture was stirred at 60° C. overnight (the synthesis of compound IX was previously described in International Publication No. WO 00/01668). The solvent was removed under ... Reactants: CCOc1ccc(Cc2c(OC3OC(CO)C(O)C(O)C3O)n[nH]c2C)cc1, CCI. Yields the product CCOc1ccc(Cc2c(OC3OC(CO)C(O)C(O)C3O)nn(CC)c2C)cc1. As a reaction SMILES: [CH2:1]([CH3:2])[O:3][c:4]1[cH:5][cH:6][c:7]([CH2:10][c:11]2[c:12]([O:17][CH:18]3[CH:19]([OH:20])[CH:21]([OH:22])[CH:23]([OH:24])[CH:25]([CH2:27][OH:28])[O:26]3)[n:13][nH:14][c:15]2[CH3:16])[cH:8][cH:9]1.[I:29][CH2:30][CH3:31]>>[CH2:1]([CH3:2])[O:3][c:4]1[cH:5][cH:6][c:7]([CH2:10][c:11]2[c:12]([O:17][CH:18]3[CH:19]([OH:20])[CH:21]([OH:22])[CH:23]([OH:24])[CH:25]([CH2:27][OH:28])[O:26]3)[n:13][n:14]([CH2:30][CH3:31])[c:15]2[CH3:16])[cH:8][cH:9]1.